Task: describe an organic reaction: reactants, conditions, products, and yield. Dataset: the Open Reaction Database (ORD), a public repository of structured organic reaction records Reactants: N([C@@H](CC(N)=O)C(=O)O)C(=O)OCC1=CC=CC=C1 (Cbz-Asn-OH), NC(C(C(CC1=CC=CC=C1)NC(=O)OC(C)(C)C)O)CC1=CC=CC=C1 (4-Amino-2-(t-butyloxycarbonylamino)-1,5-diphenyl-3-hydroxypentane), NC(CC1=CC=CC=C1)C(C(CC1=CC=CC=C1)NC([C@@H](NC(=O)OCC1=CC=CC=C1)CC(N)=O)=O)O (2-Amino-4-(Cbz-asparaginyl-amino)-1,5-diphenyl-3-hydroxypentane). Solvent: CO.C(Cl)(Cl)Cl (methanol chloroform). Product: C(=O)(OCC1=CC=CC=C1)N[C@@H](CC(N)=O)C(=O)NC(CC1=CC=CC=C1)C(C(CC1=CC=CC=C1)NC([C@@H](NC(=O)OCC1=CC=CC=C1)CC(N)=O)=O)O (2,4-Bis-(Cbz-asparaginyl-amino)-1,5-diphenyl-3-hydroxypentane). Yield: 75.0%. RXN SMILES: [NH:1]([C:10]([O:12][CH2:13][C:14]1[CH:19]=[CH:18][CH:17]=[CH:16][CH:15]=1)=[O:11])[C@H:2]([C:7](O)=[O:8])[CH2:3][C:4](=[O:6])[NH2:5].NC(CC1C=CC=CC=1)C(O)C(NC(OC(C)(C)C)=O)CC1C=CC=CC=1.[NH2:47][CH:48]([CH:56]([OH:84])[CH:57]([NH:65][C:66](=[O:83])[C@H:67]([CH2:79][C:80](=[O:82])[NH2:81])[NH:68][C:69]([O:71][CH2:72][C:73]1[CH:78]=[CH:77][CH:76]=[CH:75][CH:74]=1)=[O:70])[CH2:58][C:59]1[CH:64]=[CH:63][CH:62]=[CH:61][CH:60]=1)[CH2:49][C:50]1[CH:55]=[CH:54][CH:53]=[CH:52][CH:51]=1>CO.C(Cl)(Cl)Cl>[C:69]([NH:68][C@H:67]([C:66]([NH:65][CH:57]([CH:56]([OH:84])[CH:48]([NH:47][C:7](=[O:8])[C@H:2]([CH2:3][C:4](=[O:6])[NH2:5])[NH:1][C:10]([O:12][CH2:13][C:14]1[CH:19]=[CH:18][CH:17]=[CH:16][CH:15]=1)=[O:11])[CH2:49][C:50]1[CH:51]=[CH:52][CH:53]=[CH:54][CH:55]=1)[CH2:58][C:59]1[CH:64]=[CH:63][CH:62]=[CH:61][CH:60]=1)=[O:83])[CH2:79][C:80](=[O:82])[NH2:81])([O:71][CH2:72][C:73]1[CH:78]=[CH:77][CH:76]=[CH:75][CH:74]=1)=[O:70] |f:3.4|. Procedure: Using the procedure of Example 55 but replacing Cbz-Val-OH with Cbz-Asn-OH and replacing the resultant compound of Example 11 with the resultant compound of Example 67 gave, after silica gel chromatography using methanol/chloroform, the desired compound (RF 0.4; 2.5% methanol/2% isopropylamine/chloroform) in 75% yield, m.p. 234°-236° C. (dec). Mass spectrum (M+H)+ =767. Starting materials: CCc1c(C(=O)c2cc(C)cc(C)c2)[nH]c(=O)[nH]c1=O, Clc1cccc(CBr)n1. The product is CCc1c(C(=O)c2cc(C)cc(C)c2)n(Cc2cccc(Cl)n2)c(=O)[nH]c1=O. As a reaction SMILES: [CH2:1]([CH3:2])[c:3]1[c:4](=[O:20])[nH:5][c:6](=[O:19])[nH:7][c:8]1[C:9]([c:10]1[cH:11][c:12]([CH3:17])[cH:13][c:14]([CH3:16])[cH:15]1)=[O:18].[Cl:21][c:22]1[cH:23][cH:24][cH:25][c:26]([CH2:28][Br:29])[n:27]1>>[CH2:1]([CH3:2])[c:3]1[c:4](=[O:20])[nH:5][c:6](=[O:19])[n:7]([CH2:28][c:26]2[cH:25][cH:24][cH:23][c:22]([Cl:21])[n:27]2)[c:8]1[C:9]([c:10]1[cH:11][c:12]([CH3:17])[cH:13][c:14]([CH3:16])[cH:15]1)=[O:18]. The reactants are C(C1=CC=CC=C1)OC(=O)Cl (benzyloxycarbonyl chloride), C(C)OC(CC(N(CCC(=O)OC)CC1=CC=C(C=C1)N)=O)=O (ethyl[N-(p-aminobenzyl)-N-(methoxycarbonylethyl)carbamoyl]acetate), C([O-])([O-])=O.[K+].[K+] (potassium carbonate), O (water). Run in C1=CC=CC=C1 (benzene), C1=CC=CC=C1 (benzene). Product: C(C)OC(CC(N(CCC(=O)OC)CC1=CC=C(C=C1)NC(=O)OCC1=CC=CC=C1)=O)=O (ethyl[N-(p-(N-benzyloxycarbonylamino)benzyl)-N-(methoxycarbonylethyl)carbamoyl]acetate). Isolated yield 94.2%. As a reaction SMILES: [CH2:1]([O:8][C:9](Cl)=[O:10])[C:2]1[CH:7]=[CH:6][CH:5]=[CH:4][CH:3]=1.[CH2:12]([O:14][C:15](=[O:34])[CH2:16][C:17](=[O:33])[N:18]([CH2:25][C:26]1[CH:31]=[CH:30][C:29]([NH2:32])=[CH:28][CH:27]=1)[CH2:19][CH2:20][C:21]([O:23][CH3:24])=[O:22])[CH3:13].C(=O)([O-])[O-].[K+].[K+].O>C1C=CC=CC=1>[CH2:12]([O:14][C:15](=[O:34])[CH2:16][C:17](=[O:33])[N:18]([CH2:25][C:26]1[CH:31]=[CH:30][C:29]([NH:32][C:9]([O:8][CH2:1][C:2]2[CH:7]=[CH:6][CH:5]=[CH:4][CH:3]=2)=[O:10])=[CH:28][CH:27]=1)[CH2:19][CH2:20][C:21]([O:23][CH3:24])=[O:22])[CH3:13] |f:2.3.4|. Reported procedure: A solution of benzyloxycarbonyl chloride (539 mg) in benzene (1.5 ml) is added dropwise to a mixture of ethyl[N-(p-aminobenzyl)-N-(methoxycarbonylethyl)carbamoyl]acetate (810 mg), potassium carbonate (595 mg), benzene (10 ml) and water (10 ml) at a temperature of 8° C. under stirring. The mixture is stirred at the same temperature for 30 minutes. The mixture is extracted with ethyl acetate, and the extract is washed with water, dried and then distilled to remove the solvent. The residue is purif... The reactants are Cl (hydrochloric acid), C(C)O (ethanol), N1=C2C(=NS1)C=C(C=C2)C(=O)OC (methyl benzo[1,2,5]thiadiazole-5-carboxylate), aqueous solution, [OH-].[Na+] (sodium hydroxide). Solvent: O (water). Conditions: time 3 hour. Product: N1=C2C(=NS1)C=C(C=C2)C(=O)O (benzo[1,2, 5]thiadiazole-5-carboxylic acid). Yield: 94.3%. RXN SMILES: C(O)C.[N:4]1[S:8][N:7]=[C:6]2[CH:9]=[C:10]([C:13]([O:15]C)=[O:14])[CH:11]=[CH:12][C:5]=12.[OH-].[Na+].Cl>O>[N:4]1[S:8][N:7]=[C:6]2[CH:9]=[C:10]([C:13]([OH:15])=[O:14])[CH:11]=[CH:12][C:5]=12 |f:2.3|. Reported procedure: To 30 ml of ethanol was dissolved 2.0 g (10 mmol) of methyl benzo[1,2,5]thiadiazole-5-carboxylate, followed by the addition of 3.3 g of a 25% aqueous solution of sodium hydroxide and stirring at room temperature for 3 hours. To the reaction liquid was added 50 ml of water and a dilute hydrochloric acid to make pH of 2. Crystal precipitated was filtered off and dried under reduced pressure to obtain 1.7 g (yield: 92%) of benzo[1,2, 5]thiadiazole-5-carboxylic acid. In a separate reactor, 0.50 g (2... The reactants are CC(=O)Nc1cccc(S(=O)(=O)Cl)c1, CCN(C(C)C)C(C)C, ClCCl, CC(C)(CCC#N)CNCC(O)C(Cc1ccccc1)NC(=O)OC1COC2OCCC12. The product is CC(=O)Nc1cccc(S(=O)(=O)N(CC(O)C(Cc2ccccc2)NC(=O)OC2COC3OCCC23)CC(C)(C)CCC#N)c1. Reaction SMILES: [C:42]([CH3:43])(=[O:44])[NH:45][c:46]1[cH:47][c:48]([S:52](=[O:53])(=[O:54])[Cl:55])[cH:49][cH:50][cH:51]1.[CH:33]([N:34]([CH:35]([CH3:36])[CH3:37])[CH2:38][CH3:39])([CH3:40])[CH3:41].[Cl:56][CH2:57][Cl:58].[O:1]1[CH2:2][CH:3]([O:9][C:10]([NH:11][CH:12]([CH:13]([CH2:14][NH:15][CH2:16][C:17]([CH2:18][CH2:19][C:20]#[N:21])([CH3:22])[CH3:23])[OH:24])[CH2:25][c:26]2[cH:27][cH:28][cH:29][cH:30][cH:31]2)=[O:32])[CH:4]2[CH:5]1[O:6][CH2:7][CH2:8]2>>[O:1]1[CH2:2][CH:3]([O:9][C:10]([NH:11][CH:12]([CH:13]([CH2:14][N:15]([CH2:16][C:17]([CH2:18][CH2:19][C:20]#[N:21])([CH3:22])[CH3:23])[S:52]([c:48]2[cH:47][c:46]([NH:45][C:42]([CH3:43])=[O:44])[cH:51][cH:50][cH:49]2)(=[O:53])=[O:54])[OH:24])[CH2:25][c:26]2[cH:27][cH:28][cH:29][cH:30][cH:31]2)=[O:32])[CH:4]2[CH:5]1[O:6][CH2:7][CH2:8]2. The reactants are C1CCOC1, CCOC(C)=O, CCN(C(C)C)C(C)C, CC(=O)OCC(=O)NC1CC(n2cnc3c(Cl)nc(Cl)nc32)C(O)C1O, NCC(c1ccc(O)cc1)c1ccc(O)cc1. Yields the product CC(=O)OCC(=O)NC1CC(n2cnc3c(NCC(c4ccc(O)cc4)c4ccc(O)cc4)nc(Cl)nc32)C(O)C1O. As a reaction SMILES: [CH2:53]1[O:54][CH2:55][CH2:56][CH2:57]1.[CH3:58][CH2:59][O:60][C:61](=[O:62])[CH3:63].[CH:44]([N:45]([CH2:46][CH3:47])[CH:48]([CH3:49])[CH3:50])([CH3:51])[CH3:52].[Cl:1][c:2]1[n:3][c:4]([Cl:26])[c:5]2[n:6][cH:7][n:8]([CH:11]3[CH:12]([OH:25])[CH:13]([OH:24])[CH:14]([NH:16][C:17](=[O:18])[CH2:19][O:20][C:21]([CH3:22])=[O:23])[CH2:15]3)[c:9]2[n:10]1.[NH2:27][CH2:28][CH:29]([c:30]1[cH:31][cH:32][c:33]([OH:36])[cH:34][cH:35]1)[c:37]1[cH:38][cH:39][c:40]([OH:43])[cH:41][cH:42]1>>[Cl:1][c:2]1[n:3][c:4]([NH:27][CH2:28][CH:29]([c:30]2[cH:31][cH:32][c:33]([OH:36])[cH:34][cH:35]2)[c:37]2[cH:38][cH:39][c:40]([OH:43])[cH:41][cH:42]2)[c:5]2[n:6][cH:7][n:8]([CH:11]3[CH:12]([OH:25])[CH:13]([OH:24])[CH:14]([NH:16][C:17](=[O:18])[CH2:19][O:20][C:21]([CH3:22])=[O:23])[CH2:15]3)[c:9]2[n:10]1.